The task is: describe an organic reaction: reactants, conditions, products, and yield. This data is from the Open Reaction Database (ORD), a public repository of structured organic reaction records. The reactants are C(C)(=O)NC1(C2CCC(C1)CC2)C#N (2-acetylamino-2-cyano-bicyclo[2.2.2]octane), C(C)(=O)O (acetic acid). Reagents/catalysts: [Pt]=O (platinum oxide). Solvent: C(C)(=O)OC(C)=O (acetic anhydride). Product: C(C)(=O)NC1(C2CCC(C1)CC2)CNC(C)=O (2-acetylamino-2-acetylaminomethyl-bicyclo[2.2.2]octane). Reaction SMILES: [C:1]([NH:4][C:5]1([C:13]#[N:14])[CH2:10][CH:9]2[CH2:11][CH2:12][CH:6]1[CH2:7][CH2:8]2)(=[O:3])[CH3:2].[C:15](O)(=[O:17])[CH3:16]>C(OC(=O)C)(=O)C.[Pt]=O>[C:1]([NH:4][C:5]1([CH2:13][NH:14][C:15](=[O:17])[CH3:16])[CH2:10][CH:9]2[CH2:11][CH2:12][CH:6]1[CH2:7][CH2:8]2)(=[O:3])[CH3:2]. Reported procedure: The procedure is as in Example 1, but starting from 2-acetylamino-2-cyano-bicyclo[2.2.2]octane (5.8 g) in acetic acid (100 cc) and acetic anhydride (5.6 cc) in the presence of Adams platinum oxide (0.6 g); chromatographing the residue from the evaporation on a column 5.5 cm in diameter containing silica gel (200 g), eluting with a mixture of ethyl acetate and ethanol (75/25 by volume) and collecting fractions of 50 cc. The fractions between 800 and 1750 cc are concentrated to dryness; 2-acetylam... The reactants are CN1CC2=C(N(C=3C=CC(=CC23)C)CC(C)(O)C2=CC=NC=C2)CC1 (1-(2,8-Dimethyl-3,4-dihydro-1H-pyrido[4,3-b]indol-5(2H)-yl)-2-(pyridin-4-yl)propan-2-ol), C(C)N(CC)S(F)(F)F (Diethylaminosulfur trifluoride). The solvent is C(Cl)Cl (DCM). Conditions: temperature 2.5 celsius. Yields the product FC(CN1C2=C(C=3C=C(C=CC13)C)CN(CC2)C)(C)C2=CC=NC=C2 (5-(2-fluoro-2-(pyridin-4-yl)propyl)-2,8-dimethyl-2,3,4,5-tetrahydro-1H-pyrido[4,3-b]indole). RXN SMILES: [CH3:1][N:2]1[CH2:25][CH2:24][C:5]2[N:6]([CH2:14][C:15]([C:18]3[CH:23]=[CH:22][N:21]=[CH:20][CH:19]=3)(O)[CH3:16])[C:7]3[CH:8]=[CH:9][C:10]([CH3:13])=[CH:11][C:12]=3[C:4]=2[CH2:3]1.C(N(S(F)(F)[F:32])CC)C>C(Cl)Cl>[F:32][C:15]([C:18]1[CH:23]=[CH:22][N:21]=[CH:20][CH:19]=1)([CH3:16])[CH2:14][N:6]1[C:7]2[CH:8]=[CH:9][C:10]([CH3:13])=[CH:11][C:12]=2[C:4]2[CH2:3][N:2]([CH3:1])[CH2:25][CH2:24][C:5]1=2. Procedure details: 1-(2,8-Dimethyl-3,4-dihydro-1H-pyrido[4,3-b]indol-5(2H)-yl)-2-(pyridin-4-yl)propan-2-ol (150 mg) was dissolved in DCM (10 mL) and the solution was cooled to 0 to 5° C. Diethylaminosulfur trifluoride (0.15 mL) was added and the reaction mixture was allowed to warm to RT for 30 min. The reaction mixture was quenched with saturated aqueous sodium bicarbonate, the organic layer was separated, dried over anhydrous sodium sulfate and concentrated under reduced pressure. The residue was purified by HPL... As a reaction SMILES: [Cl:1][c:2]1[cH:3][cH:4][cH:5][c:6]2[c:10]1[O:9][C:8]([F:11])([F:12])[C:7]2([C:13]([F:14])([F:15])[F:16])[F:17].[OH2:27].[OH:23][N+:24]([O-:25])=[O:26].[S:18](=[O:19])(=[O:20])([OH:21])[OH:22]>>[Cl:1][c:2]1[cH:3][c:4]([N+:24](=[O:23])[O-:25])[cH:5][c:6]2[c:10]1[O:9][C:8]([F:11])([F:12])[C:7]2([C:13]([F:14])([F:15])[F:16])[F:17]. Product: O=[N+]([O-])c1cc(Cl)c2c(c1)C(F)(C(F)(F)F)C(F)(F)O2. The reactants are FC(F)(F)C1(F)c2cccc(Cl)c2OC1(F)F, O, O=[N+]([O-])O, O=S(=O)(O)O. Starting materials: COC(=O)Cc1ccc(-c2ccc(OCc3ccc(C(F)(F)F)c(OC(=O)OC(C)(C)C)c3C(=O)OC(C)(C)C)cc2)c(C=O)c1, CCO, CCOC(C)=O, Cl, NO, c1ccncc1. Yields the product COC(=O)Cc1ccc(-c2ccc(OCc3ccc(C(F)(F)F)c(OC(=O)OC(C)(C)C)c3C(=O)OC(C)(C)C)cc2)c(C=NO)c1. Reaction SMILES: [C:10]([CH3:11])([CH3:12])([CH3:13])[O:14][C:15](=[O:16])[O:17][c:18]1[c:19]([C:20](=[O:21])[O:22][C:23]([CH3:24])([CH3:25])[CH3:26])[c:27]([CH2:35][O:36][c:37]2[cH:38][cH:39][c:40](-[c:43]3[c:44]([CH:54]=[O:55])[cH:45][c:46]([CH2:49][C:50](=[O:51])[O:52][CH3:53])[cH:47][cH:48]3)[cH:41][cH:42]2)[cH:28][cH:29][c:30]1[C:31]([F:32])([F:33])[F:34].[CH3:56][CH2:57][OH:58].[CH3:59][CH2:60][O:61][C:62](=[O:63])[CH3:64].[ClH:7].[NH2:8][OH:9].[cH:1]1[cH:2][cH:3][n:4][cH:5][cH:6]1>>[N:8]([OH:9])=[CH:54][c:44]1[c:43](-[c:40]2[cH:39][cH:38][c:37]([O:36][CH2:35][c:27]3[c:19]([C:20](=[O:21])[O:22][C:23]([CH3:24])([CH3:25])[CH3:26])[c:18]([O:17][C:15]([O:14][C:10]([CH3:11])([CH3:12])[CH3:13])=[O:16])[c:30]([C:31]([F:32])([F:33])[F:34])[cH:29][cH:28]3)[cH:42][cH:41]2)[cH:48][cH:47][c:46]([CH2:49][C:50](=[O:51])[O:52][CH3:53])[cH:45]1. The reactants are C(CCC)[Li] (n-butyllithium), N,N,N′-trimethylethane, C(CCC)[Li] (n-butyllithium), N1=CC(=CC=C1)C=O (pyridine-3-carbaldehyde), C(#N)C=1C=C(C=O)C=CC1 (3-cyanobenzaldehyde). Run in C1CCOC1 (THF), C1CCOC1 (THF). Reaction conditions: temperature -78 celsius, time 1 hour. Product: C(=O)C=1C=NC=CC1C(C=1C=C(C#N)C=CC1)O (3-[(3-formyl-pyridin-4-yl)-hydroxy-methyl]-benzonitrile). RXN SMILES: C([Li])CCC.[N:6]1[CH:11]=[CH:10][CH:9]=[C:8]([CH:12]=[O:13])[CH:7]=1.[C:14]([C:16]1[CH:17]=[C:18]([CH:21]=[CH:22][CH:23]=1)[CH:19]=[O:20])#[N:15]>C1COCC1>[CH:12]([C:8]1[CH:7]=[N:6][CH:11]=[CH:10][C:9]=1[CH:19]([OH:20])[C:18]1[CH:17]=[C:16]([CH:23]=[CH:22][CH:21]=1)[C:14]#[N:15])=[O:13]. Reported procedure: N,N,N′-trimethylethane (1.55 mL, 12 mmol) was dissolved in THF (30 mL) and cooled to −78° C. 2.5 M n-butyllithium (4.4 mL) was added into the reaction mixture, which was then stirred for 15 min, before the addition of pyridine-3-carbaldehyde (0.94 mL, 10 mmol). The reaction mixture was maintained at −78° C. for 15 min, then n-butyllithium (8 mL) was added slowly so that the temperature was always below −42° C. The reaction mixture was stirred 1 hour at 42° C., then cooled to −78° C. before it wa... Starting materials: C[Mg]Br (methylmagnesium bromide), C(C1=CC=CC=C1)OC1=CC=C2C(CCOC2=C1)=O (7-(benzyloxy)-2,3-dihydro-4H-chromen-4-one), [NH4+].[Cl-] (NH4Cl), Cl (hydrochloric acid), C[Mg]Br (methylmagnesium bromide). The solvent is C1CCOC1 (THF), C1CCOC1 (THF), C1CCOC1 (THF). Run at time 1 hour. The product is C(C1=CC=CC=C1)OC1=CC=C2C(=CCOC2=C1)C (7-(benzyloxy)-4-methyl 2H-chromene). RXN SMILES: [CH2:1]([O:8][C:9]1[CH:18]=[C:17]2[C:12]([C:13](=O)[CH2:14][CH2:15][O:16]2)=[CH:11][CH:10]=1)[C:2]1[CH:7]=[CH:6][CH:5]=[CH:4][CH:3]=1.[CH3:20][Mg]Br.[NH4+].[Cl-].Cl>C1COCC1>[CH2:1]([O:8][C:9]1[CH:18]=[C:17]2[C:12]([C:13]([CH3:20])=[CH:14][CH2:15][O:16]2)=[CH:11][CH:10]=1)[C:2]1[CH:7]=[CH:6][CH:5]=[CH:4][CH:3]=1 |f:2.3|. Reported procedure: 7-(benzyloxy)-2,3-dihydro-4H-chromen-4-one was dissolved in THF, a solution (0.97 M, 5 mL) of methylmagnesium bromide in THF was added dropwise thereto at 0° C., followed by stirring at room temperature for 1 hour, and a solution (0.97 M, 5 mL) of methylmagnesium bromide in THF was added dropwise thereto, followed by stirring at room temperature for 2 hours. To the reaction liquid was added a saturated aqueous NH4Cl solution and subsequently 2 M hydrochloric acid (20 mL), followed by stirring at... The yield is 45.0%. The solvent is C(Cl)Cl (DCM), C(Cl)Cl (DCM). Starting materials: FC=1C2=C(C=NC1)C(=CN2C(CO)(C)C)I (2-(7-fluoro-3-iodo-pyrrolo[3,2-c]pyridin-1-yl)-2-methyl-propan-1-ol), N1=C(C=CC=C1C)C (2,6-lutidine), CC(C)(C)[Si](C)(C)OS(=O)(=O)C(F)(F)F (tert-butyl dimethylsilyl trifluoromethanesulfonate). The product is C(C)(C)(C)[Si](OCC(C)(C)N1C=C(C=2C=NC=C(C21)F)I)(C)C (1-[2-(tert-Butyl-dimethyl-silyloxy)-1,1-dimethyl-ethyl]-7-fluoro-3-iodo-1H-pyrrolo[3,2-c]pyridine), solid. As a reaction SMILES: [F:1][C:2]1[C:3]2[N:10]([C:11]([CH3:15])([CH3:14])[CH2:12][OH:13])[CH:9]=[C:8]([I:16])[C:4]=2[CH:5]=[N:6][CH:7]=1.N1C(C)=CC=CC=1C.[CH3:25][C:26]([Si:29](OS(C(F)(F)F)(=O)=O)([CH3:31])[CH3:30])([CH3:28])[CH3:27]>C(Cl)Cl>[C:26]([Si:29]([CH3:31])([CH3:30])[O:13][CH2:12][C:11]([N:10]1[C:3]2[C:2]([F:1])=[CH:7][N:6]=[CH:5][C:4]=2[C:8]([I:16])=[CH:9]1)([CH3:14])[CH3:15])([CH3:28])([CH3:27])[CH3:25]. Reaction conditions: time 2 hour. Procedure details: To a solution of 2-(7-fluoro-3-iodo-pyrrolo[3,2-c]pyridin-1-yl)-2-methyl-propan-1-ol (Preparation 72, 4.5 gm, 13.47 mmol) in DCM (90 mL) were added 2,6-lutidine (3.91 mL, 33.65 mmol) and tert-butyl dimethylsilyl trifluoromethanesulfonate (4.62 gm, 17.51 mmol) at 0° C. The resulting mixture was warmed to room temperature and stirred for 2 hours. The reaction mixture was diluted with DCM. The organic layer was washed with water, brine, dried over sodium sulphate, and evaporated in vacuo. The crude... Reactants: [Si](C)(C)(C(C)(C)C)OC=1C=C(C=CC1)C=1N=C(C2=C(N1)C=CS2)N2CCOCC2 (4-(2-(3-(tert-butyldimethylsilyloxy)phenyl)thieno[3,2-d]pyrimidin-4-yl)morpholine), [Li]CCCC (n-BuLi), C(=O)(OC(C)(C)C)NCCBr (2-(boc-amino)ethyl bromide). The solvent is C1CCOC1 (THF). Reaction conditions: temperature -78 celsius, time 20 minute. The product is [Si](C)(C)(C(C)(C)C)OC=1C=C(C=CC1)C=1N=C(C2=C(N1)C=C(S2)CCNC(OC(C)(C)C)=O)N2CCOCC2 (tert-butyl 2-(2-(3-(tert-butyldimethylsilyloxy)phenyl)-4-morpholinothieno[3,2-d]pyrimidin-6-yl)ethylcarbamate). RXN SMILES: [Si:1]([O:8][C:9]1[CH:10]=[C:11]([C:15]2[N:16]=[C:17]([N:24]3[CH2:29][CH2:28][O:27][CH2:26][CH2:25]3)[C:18]3[S:23][CH:22]=[CH:21][C:19]=3[N:20]=2)[CH:12]=[CH:13][CH:14]=1)([C:4]([CH3:7])([CH3:6])[CH3:5])([CH3:3])[CH3:2].[Li]CCCC.[C:35]([NH:42][CH2:43][CH2:44]Br)([O:37][C:38]([CH3:41])([CH3:40])[CH3:39])=[O:36]>C1COCC1>[Si:1]([O:8][C:9]1[CH:10]=[C:11]([C:15]2[N:16]=[C:17]([N:24]3[CH2:25][CH2:26][O:27][CH2:28][CH2:29]3)[C:18]3[S:23][C:22]([CH2:44][CH2:43][NH:42][C:35](=[O:36])[O:37][C:38]([CH3:41])([CH3:40])[CH3:39])=[CH:21][C:19]=3[N:20]=2)[CH:12]=[CH:13][CH:14]=1)([C:4]([CH3:6])([CH3:7])[CH3:5])([CH3:2])[CH3:3]. Reported procedure: 4-(2-(3-(tert-butyldimethylsilyloxy)phenyl)thieno[3,2-d]pyrimidin-4-yl)morpholine (166 mg, 388 μmol, 1.0 eq.) was solved with dry THF (3 ml) under room temperature and added to a round-two-neck flask that was heated under vacuum and flushed with nitrogen. The solution was then cooled to −78° C. and n-BuLi (315 μl, 1.6 M solution in hexanes, 1.3 eq.) was added dropwise. After stirring for 20 min., 2-(boc-amino)ethyl bromide (130 mg, 582 μmol, 1.5 eq.) was added to the reaction mixture and the rea... Reactants: CN(C)C=O, Oc1ccc(F)c(C(O)c2c[nH]c3ncc(-c4cccnc4)cc23)c1F, C1CCOC1, O. Product: O=C(c1c(F)ccc(O)c1F)c1c[nH]c2ncc(-c3cccnc3)cc12. Reaction SMILES: [CH3:33][N:34]([CH3:35])[CH:36]=[O:37].[F:1][c:2]1[c:3]([OH:26])[cH:4][cH:5][c:6]([F:25])[c:7]1[CH:8]([c:9]1[cH:10][nH:11][c:12]2[n:13][cH:14][c:15](-[c:18]3[cH:19][n:20][cH:21][cH:22][cH:23]3)[cH:16][c:17]12)[OH:24].[O:28]1[CH2:29][CH2:30][CH2:31][CH2:32]1.[OH2:27]>>[F:1][c:2]1[c:3]([OH:26])[cH:4][cH:5][c:6]([F:25])[c:7]1[C:8]([c:9]1[cH:10][nH:11][c:12]2[n:13][cH:14][c:15](-[c:18]3[cH:19][n:20][cH:21][cH:22][cH:23]3)[cH:16][c:17]12)=[O:24]. Reactants: CN(C=O)C (dimethylformamide), [Si](C)(C)(C(C)(C)C)OC1=CC2=CC=CC=C2CC1 (2-t-butyldimethylsilyloxy-3,4-dihydronaphthalene), [F-].C(CCC)[N+](CCCC)(CCCC)CCCC (tetra-n-butylammonium fluoride), BrC1=CC(CC=C1)(Cl)OC (4-bromo-2-methoxy-2-chlorobenzene). Reagents/catalysts: CC1=C([P](C2=C(C)C=CC=C2)([Pd]([P](C3=C(C)C=CC=C3)(C4=C(C)C=CC=C4)C(C=CC=C5)=C5C)(Cl)Cl)C6=C(C)C=CC=C6)C=CC=C1 (dichlorobis(tri-o-tolyl-phosphine)palladium). Solvent: C(C)(C)(C)OC (t-butylmethyl ether), O (water). Conditions: temperature 90 celsius. The product is ClC1=C(C=C(C=C1)C1C(CCC2=CC=CC=C12)=O)OC ((+)-(1RS)-1-(4-chloro-3-methoxyphenyl)-3,4-dihydro-2(1H)-naphthalenone). Reaction SMILES: [Si]([O:8][C:9]1[CH2:18][CH2:17][C:16]2[C:11](=[CH:12][CH:13]=[CH:14][CH:15]=2)[CH:10]=1)(C(C)(C)C)(C)C.[F-].C([N+](CCCC)(CCCC)CCCC)CCC.Br[C:38]1[CH:43]=[CH:42][CH2:41][C:40](OC)([Cl:44])[CH:39]=1.CN(C)[CH:49]=[O:50]>CC1C=CC=CC=1[P](C1C=CC=CC=1C)([Pd](Cl)(Cl)[P](C1=C(C)C=CC=C1)(C1C=CC=CC=1C)C1C=CC=CC=1C)C1C=CC=CC=1C.C(OC)(C)(C)C.O>[Cl:44][C:40]1[CH:41]=[CH:42][C:43]([CH:10]2[C:11]3[C:16](=[CH:15][CH:14]=[CH:13][CH:12]=3)[CH2:17][CH2:18][C:9]2=[O:8])=[CH:38][C:39]=1[O:50][CH3:49] |f:1.2,^1:58,69|. Reported procedure: Charge an oven dried, argon flushed 25-mL 2-necked round bottomed flask equipped with a stirring bar and reflux condenser with 2-t-butyldimethylsilyloxy-3,4-dihydronaphthalene (0.5007 grams, 1.9224 mmoles) and tetra-n-butylammonium fluoride (2.3 mL, 2.30 mmoles, 1 M in tetrahydrofuran), stir for a few minutes and then add 4-bromo-2-methoxy-2-chlorobenzene (0.4287 grams, 1.9356 mmoles), dichlorobis(tri-o-tolyl-phosphine)palladium (0.0154 grams, 0.0196 mmoles) and 5 mL dimethylformamide. Heat the ...